From a dataset of the Open Reaction Database (ORD), a public repository of structured organic reaction records. describe an organic reaction: reactants, conditions, products, and yield Reactants: O=C([O-])[O-], CCOC(C)=O, CC#N, O=C1CCCc2c1ccn2CCCCCl, ClCCl, ClCCl, FC(F)(F)c1cccc(N2CCNCC2)c1, [I-], [K+], [K+], [Na+], O, CC(=O)CC(C)(C)O. Product: O=C1CCCc2c1ccn2CCCCN1CCN(c2cccc(C(F)(F)F)c2)CC1. Reaction SMILES: [C:42](=[O:43])([O-:44])[O-:45].[C:58]([O:59][CH2:60][CH3:61])(=[O:62])[CH3:63].[CH3:48][C:49]#[N:50].[Cl:1][CH2:2][CH2:3][CH2:4][CH2:5][n:6]1[cH:7][cH:8][c:9]2[c:14]1[CH2:13][CH2:12][CH2:11][C:10]2=[O:15].[Cl:51][CH2:52][Cl:53].[Cl:55][CH2:56][Cl:57].[F:26][C:27]([c:28]1[cH:29][c:30]([N:34]2[CH2:35][CH2:36][NH:37][CH2:38][CH2:39]2)[cH:31][cH:32][cH:33]1)([F:40])[F:41].[I-:25].[K+:46].[K+:47].[Na+:24].[OH2:54].[OH:16][C:17]([CH3:18])([CH3:19])[CH2:20][C:21](=[O:22])[CH3:23]>>[CH2:2]([CH2:3][CH2:4][CH2:5][n:6]1[cH:7][cH:8][c:9]2[c:14]1[CH2:13][CH2:12][CH2:11][C:10]2=[O:15])[N:37]1[CH2:36][CH2:35][N:34]([c:30]2[cH:29][c:28]([C:27]([F:26])([F:40])[F:41])[cH:33][cH:32][cH:31]2)[CH2:39][CH2:38]1. The reactants are C(C1=CC=CC=C1)OC(=O)N1C(C2C=CC(C2C1)=O)C(=O)OCC ((1SR,2SR,5RS)-Ethyl N-Benzyloxycarbonyl-3-azabicyclo[3.3.0]oct-7-ene-6-one-2-carboxylate), C(OC)(=O)OC(=O)OC (dimethyl pyrocarbonate), [H][H] (hydrogen). The solvent is O1CCCC1 (tetrahydrofuran). RXN SMILES: [CH2:1]([O:8][C:9]([N:11]1[CH2:18][CH:17]2[CH:13]([CH:14]=[CH:15][C:16]2=O)[CH:12]1[C:20]([O:22][CH2:23][CH3:24])=[O:21])=[O:10])C1C=CC=CC=1.C(OC(OC)=O)(=O)[O:26]C.[H][H]>O1CCCC1.[Pd]>[CH3:1][O:8][C:9]([N:11]1[CH2:18][CH:17]2[CH:13]([C:14](=[O:26])[CH2:15][CH2:16]2)[CH:12]1[C:20]([O:22][CH2:23][CH3:24])=[O:21])=[O:10]. Reaction conditions: time 2 hour. Reagents/catalysts: [Pd] (palladium/carbon). Yield: 93.6%. Reported procedure: A mixture of the compound prepared as described in Example 5 (4.70 g), dimethyl pyrocarbonate (3.83 g), and 5% palladium/carbon (1.0 g) in tetrahydrofuran (100 ml) was hydrogenated at a hydrogen pressure of 60 psi and at room temperature. After two hours, the catalyst was removed by filtration and the filtrate concentrated in vacuo to give 3.41 g of compound 9. Yields the product COC(=O)N1C(C2C(CCC2C1)=O)C(=O)OCC ((1SR,2SR,5RS)-Ethyl N-Methoxycarbonyl-3-azabicyclo[3.3.0]octan-8-one-2-carboxylate). Reactants: CN1N=NN=C1SCC=1CS[C@H]2N(C1C(=O)O)C(C2NC(C(=NOCCN)C=2N=C(SC2)NC(C2=CC=CC=C2)(C2=CC=CC=C2)C2=CC=CC=C2)=O)=O (3-[(1-methyl-1H-tetrazol-5-yl)-thiomethyl]-7-[2-(2-tritylamino-4-thiazolyl)-2-(2-aminoethoxyimino)-acetamido]-ceph-3-eme-4-carboxylic acid), C(=O)O (formic acid), O (water). Run in Cl (hydrochloric acid). The product is CN1N=NN=C1SCC=1CS[C@H]2N(C1C(=O)O)C(C2NC(C(=NOCCN)C=2N=C(SC2)N)=O)=O (3-[(1-methyl-1H-tetrazol-5-yl)-thiomethyl]-7-[2-(2-amino-4-thiazolyl)-2-(2-aminoethoxyimino)-acetamido]-ceph-3-eme-4-carboxylic acid). Reaction SMILES: [CH3:1][N:2]1[C:6]([S:7][CH2:8][C:9]2[CH2:10][S:11][C@@H:12]3[CH:19]([NH:20][C:21](=[O:53])[C:22]([C:28]4[N:29]=[C:30]([NH:33]C(C5C=CC=CC=5)(C5C=CC=CC=5)C5C=CC=CC=5)[S:31][CH:32]=4)=[N:23][O:24][CH2:25][CH2:26][NH2:27])[C:18](=[O:54])[N:13]3[C:14]=2[C:15]([OH:17])=[O:16])=[N:5][N:4]=[N:3]1.C(O)=O.O>Cl>[CH3:1][N:2]1[C:6]([S:7][CH2:8][C:9]2[CH2:10][S:11][C@@H:12]3[CH:19]([NH:20][C:21](=[O:53])[C:22]([C:28]4[N:29]=[C:30]([NH2:33])[S:31][CH:32]=4)=[N:23][O:24][CH2:25][CH2:26][NH2:27])[C:18](=[O:54])[N:13]3[C:14]=2[C:15]([OH:17])=[O:16])=[N:5][N:4]=[N:3]1. Procedure: A mixture of 2 g of the product of Step B and 5 ml of formic acid was heated with stirring to 40°-45° C. and after the addition of 5 ml of water, the mixture was stirred at 40°-45° C. for 15 minutes and was then cooled. The mixture was vacuum filtered to remove triphenylcarbinol and the filtrate was evaporated to dryness under reduced pressure. The residue was taken up in 10 ml of ethanol with efflorescence and the mixture was vacuum filtered. The recovered product was rinsed with ethanol and th...